Dataset: the Open Reaction Database (ORD), a public repository of structured organic reaction records. Task: describe an organic reaction: reactants, conditions, products, and yield Reactants: CN1CCCNCC1, CS(C)=O, CO, COc1cc(CCc2cc(NC(=O)c3cnc(Cl)cn3)[nH]n2)cc(OC)c1. The product is COc1cc(CCc2cc(NC(=O)c3cnc(N4CCCN(C)CC4)cn3)[nH]n2)cc(OC)c1. RXN SMILES: [CH3:1][N:2]1[CH2:3][CH2:4][NH:5][CH2:6][CH2:7][CH2:8]1.[CH3:36][S:37]([CH3:38])=[O:39].[CH3:40][OH:41].[Cl:9][c:10]1[n:11][cH:12][c:13]([C:16](=[O:17])[NH:18][c:19]2[nH:20][n:21][c:22]([CH2:24][CH2:25][c:26]3[cH:27][c:28]([O:34][CH3:35])[cH:29][c:30]([O:32][CH3:33])[cH:31]3)[cH:23]2)[n:14][cH:15]1>>[CH3:1][N:2]1[CH2:3][CH2:4][N:5]([c:10]2[n:11][cH:12][c:13]([C:16](=[O:17])[NH:18][c:19]3[nH:20][n:21][c:22]([CH2:24][CH2:25][c:26]4[cH:27][c:28]([O:34][CH3:35])[cH:29][c:30]([O:32][CH3:33])[cH:31]4)[cH:23]3)[n:14][cH:15]2)[CH2:6][CH2:7][CH2:8]1. Starting materials: CCc1cc(C#N)cc(C)n1, CC(C)(C)[O-], CO, Cl, [K+], NO. Product: CCc1cc(C(=N)NO)cc(C)n1. As a reaction SMILES: [CH2:10]([CH3:11])[c:12]1[cH:13][c:14]([C:15]#[N:16])[cH:17][c:18]([CH3:20])[n:19]1.[CH3:1][C:2]([CH3:3])([O-:4])[CH3:5].[CH3:21][OH:22].[ClH:7].[K+:6].[NH2:8][OH:9]>>[NH:8]([OH:9])[C:15]([c:14]1[cH:13][c:12]([CH2:10][CH3:11])[n:19][c:18]([CH3:20])[cH:17]1)=[NH:16]. The reactants are O.ON1N=NC2=C1C=CC=C2 (1-hydroxybenzotriazole hydrate), C(C)OC1=C(CN)C=CC=C1 (2-ethoxybenzyl amine), 1-(3-dimethylaminopropyl)-3-ethylcarboiimide hydrochloride, CCCCCC.C(C)(=O)OCC (hexane ethyl acetate), N1=C(C=CC2=CN=CC=C12)C(=O)O (2-[1,6]naphthyridinecarboxylic acid). Solvent: C(C)(=O)OCC (ethyl acetate), CN(C)C=O (DMF). Reaction conditions: time 8 hour. Yields the product C(C)OC1=C(CNC(=O)C2=NC3=CC=NC=C3C=C2)C=CC=C1 (N-(2-ethoxybenzyl)-2-[1,6]naphthyridine-carboxamide). Isolated yield 96.4%. As a reaction SMILES: [N:1]1[C:10]2[C:5](=[CH:6][N:7]=[CH:8][CH:9]=2)[CH:4]=[CH:3][C:2]=1[C:11]([OH:13])=O.O.ON1C2C=CC=CC=2N=N1.[CH2:25]([O:27][C:28]1[CH:35]=[CH:34][CH:33]=[CH:32][C:29]=1[CH2:30][NH2:31])[CH3:26].CCCCCC.C(OCC)(=O)C>CN(C=O)C.C(OCC)(=O)C>[CH2:25]([O:27][C:28]1[CH:35]=[CH:34][CH:33]=[CH:32][C:29]=1[CH2:30][NH:31][C:11]([C:2]1[CH:3]=[CH:4][C:5]2[C:10](=[CH:9][CH:8]=[N:7][CH:6]=2)[N:1]=1)=[O:13])[CH3:26] |f:1.2,4.5|. Procedure: To a stirring mixture of 2-[1,6]naphthyridinecarboxylic acid (50 mg, 0.287 mmol) in anhydrous DMF (6.3 mL) at room temperature was added sequentially 1-hydroxybenzotriazole hydrate (42.7 mg, 0.316 mmol), 2-ethoxybenzyl amine (64.9 μL, 0.431 mmol) and 1-(3-dimethylaminopropyl)-3-ethylcarboiimide hydrochloride (61.8 mg, 0.316 mmol). The resulting mixture was allowed to stir at room temperature overnight and it was found to be clear. The solvent was removed under vacuum and the resulting residue wa... Reactants: ClC1=NC=C(C=C1Cl)C(Cl)(Cl)Cl (2,3-dichloro-5-trichloromethylpyridine), C(C)(=O)O (acetic acid). Reagents/catalysts: [Zn] (zinc). The solvent is CO (methanol). Reaction conditions: temperature -5 celsius, time 4 hour. Yields the product Compound P, ClC1=NC=C(C=C1Cl)CCl (2,3-dichloro-5-(chloromethyl)pyridine). As a reaction SMILES: [Cl:1][C:2]1[C:7]([Cl:8])=[CH:6][C:5]([C:9](Cl)(Cl)[Cl:10])=[CH:4][N:3]=1.C(O)(=O)C>[Zn].CO>[Cl:1][C:2]1[C:7]([Cl:8])=[CH:6][C:5]([CH2:9][Cl:10])=[CH:4][N:3]=1. Procedure details: 2,3-dichloro-5-trichloromethylpyridine (36.60 g, 0.139 mol) was added to a flask containing acetic acid (53.50 g, 0.892 mol) and methanol (200 mL). The mixture was cooled to −5° C., and zinc dust (20.01 g, 0.308 mol) was added in small portions at 10 minute intervals. The mixture was stirred mechanically for 4 hours, filtered, and concentrated in vacuo. The residue was dissolved in dichloromethane and washed with brine, followed by saturated aqueous sodium bicarbonate, followed by a second brine... Starting materials: O=[Ag], COC(=O)CBr, O=C(OCc1ccccc1)C1CCCCNC1, c1ccccc1. The product is COC(=O)CN1CCCCC(C(=O)OCc2ccccc2)C1. RXN SMILES: [Ag:30]=[O:31].[Br:18][CH2:19][C:20](=[O:21])[O:22][CH3:23].[CH2:1]([c:2]1[cH:3][cH:4][cH:5][cH:6][cH:7]1)[O:8][C:9](=[O:10])[CH:11]1[CH2:12][NH:13][CH2:14][CH2:15][CH2:16][CH2:17]1.[cH:24]1[cH:25][cH:26][cH:27][cH:28][cH:29]1>>[CH2:1]([c:2]1[cH:3][cH:4][cH:5][cH:6][cH:7]1)[O:8][C:9](=[O:10])[CH:11]1[CH2:12][N:13]([CH2:19][C:20](=[O:21])[O:22][CH3:23])[CH2:14][CH2:15][CH2:16][CH2:17]1. Starting materials: CO, CC(c1ccc(-c2ccc(F)cc2)cc1)N1CCC(CC(=O)O)(c2ccccc2)OC1=O, O=S(Cl)Cl. Yields the product COC(=O)CC1(c2ccccc2)CCN(C(C)c2ccc(-c3ccc(F)cc3)cc2)C(=O)O1. As a reaction SMILES: [CH3:37][OH:38].[F:1][c:2]1[cH:3][cH:4][c:5](-[c:8]2[cH:9][cH:10][c:11]([CH:14]([CH3:15])[N:16]3[C:17](=[O:32])[O:18][C:19]([c:22]4[cH:23][cH:24][cH:25][cH:26][cH:27]4)([CH2:28][C:29](=[O:30])[OH:31])[CH2:20][CH2:21]3)[cH:12][cH:13]2)[cH:6][cH:7]1.[S:33]([Cl:34])([Cl:35])=[O:36]>>[F:1][c:2]1[cH:3][cH:4][c:5](-[c:8]2[cH:9][cH:10][c:11]([CH:14]([CH3:15])[N:16]3[C:17](=[O:32])[O:18][C:19]([c:22]4[cH:23][cH:24][cH:25][cH:26][cH:27]4)([CH2:28][C:29](=[O:30])[O:31][CH3:37])[CH2:20][CH2:21]3)[cH:12][cH:13]2)[cH:6][cH:7]1. Starting materials: O1C(NCC1)=O (oxazolidin-2-one), [H-].[Na+] (NaH), ClCCC(=O)N(C)C=1C(=NN(C1)C=1C=NC=CC1)Cl (3-chloro-N-(3-chloro-1-(pyridin-3-yl)-1H- pyrazol-4-yl)-N-methyl propanamide). Run in CN(C)C=O (DMF), CCOC(=O)C (EtOAc), [Na+].[Cl-] (NaCl), [NH4+].[Cl-] (NH4Cl). Reaction conditions: temperature 0 celsius, time 10 minute. The product is ClC1=NN(C=C1N(C(CCN1C(OCC1)=O)=O)C)C=1C=NC=CC1 (N-(3-chloro-1-(pyridin-3-yl)-1H-pyrazol-4-yl)-N-methyl-3-(2-oxooxazolidin-3-yl)propanamide), oil. Yield: 94.0%. Reaction SMILES: [O:1]1[CH2:5][CH2:4][NH:3][C:2]1=[O:6].[H-].[Na+].Cl[CH2:10][CH2:11][C:12]([N:14]([C:16]1[C:17]([Cl:27])=[N:18][N:19]([C:21]2[CH:22]=[N:23][CH:24]=[CH:25][CH:26]=2)[CH:20]=1)[CH3:15])=[O:13]>CN(C=O)C.[NH4+].[Cl-].CCOC(C)=O.[Na+].[Cl-]>[Cl:27][C:17]1[C:16]([N:14]([CH3:15])[C:12](=[O:13])[CH2:11][CH2:10][N:3]2[CH2:4][CH2:5][O:1][C:2]2=[O:6])=[CH:20][N:19]([C:21]2[CH:22]=[N:23][CH:24]=[CH:25][CH:26]=2)[N:18]=1 |f:1.2,5.6,8.9|. Procedure details: To a solution of oxazolidin-2-one (0.038 g, 0.44 mmol) in DMF (3 mL) was added NaH (60% dispersion in oil, 0.011 g, 0.44 mmol). The mixture was stirred at a temperature of about 0° C. for 10 minutes, and 3-chloro-N-(3-chloro-1-(pyridin-3-yl)-1H- pyrazol-4-yl)-N-methyl propanamide (0.12 g, 0.40 mmol) was added. The resulting brown-yellow mixture was stirred at room temperature for two hours and diluted with saturated aqueous NH4Cl. The mixture was diluted with EtOAc and saturated aqueous NaCl sol...